Task: describe an organic reaction: reactants, conditions, products, and yield. Dataset: the Open Reaction Database (ORD), a public repository of structured organic reaction records Reaction SMILES: [CH3:1][O:2][c:3]1[cH:4][c:5]([C:11]2=[N:15][N:14]([CH:16]3[CH2:17][CH2:18][NH:19][CH2:20][CH2:21]3)[C:13](=[O:22])[C:12]2([CH3:23])[CH3:24])[cH:6][cH:7][c:8]1[O:9][CH3:10].[NH2:25][c:26]1[c:27]([C:35]([F:36])([F:37])[F:38])[cH:28][c:29]([C:30](=[O:31])[OH:32])[cH:33][cH:34]1>>[CH3:1][O:2][c:3]1[cH:4][c:5]([C:11]2=[N:15][N:14]([CH:16]3[CH2:17][CH2:18][N:19]([C:30]([c:29]4[cH:28][c:27]([C:35]([F:36])([F:37])[F:38])[c:26]([NH2:25])[cH:34][cH:33]4)=[O:31])[CH2:20][CH2:21]3)[C:13](=[O:22])[C:12]2([CH3:23])[CH3:24])[cH:6][cH:7][c:8]1[O:9][CH3:10]. Starting materials: COc1ccc(C2=NN(C3CCNCC3)C(=O)C2(C)C)cc1OC, Nc1ccc(C(=O)O)cc1C(F)(F)F. Product: COc1ccc(C2=NN(C3CCN(C(=O)c4ccc(N)c(C(F)(F)F)c4)CC3)C(=O)C2(C)C)cc1OC. Starting materials: C(C)C1(OCCC2=C1NC1=CC(=CC=C21)OC(F)(F)F)CC(=O)O (1-ethyl-1,3,4,9-tetrahydro-7-(trifluoromethoxy)pyrano[3,4-b]indole-1-acetic acid), BrC1OC(=O)C2=CC=CC=C12 (3-bromophthalid), TEA. Solvent: C1CCOC1 (THF). The product is O=C1OC(C2=CC=CC=C12)OC(CC1(OCCC2=C1NC1=CC(=CC=C21)OC(F)(F)F)CC)=O (1-Ethyl-1,3,4,9-tetrahydro-7-(trifluoromethoxy)pyrano[3,4-b]indole-1-acetic Acid 3-Oxo-1-isobenzofuranyl Ester). The yield is 74.6%. RXN SMILES: [CH2:1]([C:3]1([CH2:21][C:22]([OH:24])=[O:23])[C:8]2[NH:9][C:10]3[C:15]([C:7]=2[CH2:6][CH2:5][O:4]1)=[CH:14][CH:13]=[C:12]([O:16][C:17]([F:20])([F:19])[F:18])[CH:11]=3)[CH3:2].Br[CH:26]1[C:35]2[C:30](=[CH:31][CH:32]=[CH:33][CH:34]=2)[C:28](=[O:29])[O:27]1>C1COCC1>[O:29]=[C:28]1[C:30]2[C:35](=[CH:34][CH:33]=[CH:32][CH:31]=2)[CH:26]([O:23][C:22](=[O:24])[CH2:21][C:3]2([CH2:1][CH3:2])[C:8]3[NH:9][C:10]4[C:15]([C:7]=3[CH2:6][CH2:5][O:4]2)=[CH:14][CH:13]=[C:12]([O:16][C:17]([F:18])([F:20])[F:19])[CH:11]=4)[O:27]1. Reported procedure: A solution of 1-ethyl-1,3,4,9-tetrahydro-7-(trifluoromethoxy)pyrano[3,4-b]indole-1-acetic acid (0.650 g, 1.89 mmol, prepared according to the procedure of Example 1), 3-bromophthalid (0.402 g, 1.89 mmol) and TEA (0.382 g, 3.79 mmol) in dry THF (60 mL) was refluxed for 4 hours. The solvent was evaporated and the residue was partitioned between water and ether. The extracts were washed with 5% NaHCO3 and brine, dried (MgSO4) and evaporated to dryness. Flash chromatography of the residue (on silica... Reactants: O=C(C[C@@H](C1=C(C=CC=C1)C)C1=CC=C(C=C1)C1=CC=C(C=C1)C(=O)O)C1=CC(=NC=C1)C(F)(F)F (4′-[(R)-3-oxo-1-o-tolyl-3-(2-trifluoromethyl-pyridin-4-yl)-propyl]-biphenyl-4-carboxylic acid), Cl.NO (hydroxylamine hydrochloride), C(O)([O-])=O.[Na+] (sodium hydrogencarbonate). The product is O\N=C(/C[C@@H](C1=C(C=CC=C1)C)C1=CC=C(C=C1)C1=CC=C(C=C1)C(=O)O)\C1=CC(=NC=C1)C(F)(F)F (4′-[(R)-3-[(E)-Hydroxyimino]-1-o-tolyl-3-(2-trifluoromethyl-pyridin-4-yl)-propyl]-biphenyl-4-carboxylic acid). As a reaction SMILES: O=[C:2]([C:27]1[CH:32]=[CH:31][N:30]=[C:29]([C:33]([F:36])([F:35])[F:34])[CH:28]=1)[CH2:3][C@H:4]([C:12]1[CH:17]=[CH:16][C:15]([C:18]2[CH:23]=[CH:22][C:21]([C:24]([OH:26])=[O:25])=[CH:20][CH:19]=2)=[CH:14][CH:13]=1)[C:5]1[CH:10]=[CH:9][CH:8]=[CH:7][C:6]=1[CH3:11].Cl.[NH2:38][OH:39].C(=O)([O-])O.[Na+]>>[OH:39]/[N:38]=[C:2](/[C:27]1[CH:32]=[CH:31][N:30]=[C:29]([C:33]([F:35])([F:34])[F:36])[CH:28]=1)\[CH2:3][C@H:4]([C:12]1[CH:17]=[CH:16][C:15]([C:18]2[CH:19]=[CH:20][C:21]([C:24]([OH:26])=[O:25])=[CH:22][CH:23]=2)=[CH:14][CH:13]=1)[C:5]1[CH:10]=[CH:9][CH:8]=[CH:7][C:6]=1[CH3:11] |f:1.2,3.4|. Procedure: In analogy to example 132, step 6, from 4′-[(R)-3-oxo-1-o-tolyl-3-(2-trifluoromethyl-pyridin-4-yl)-propyl]-biphenyl-4-carboxylic acid and hydroxylamine hydrochloride in the presence of sodium hydrogencarbonate was prepared the title compound as a light brown foam, MS (ESI−): m/z=503.0 ([M−H]−). The reactants are N(=NC(C#N)(C)C)C(C#N)(C)C (2,2′-azobisisobutyronitrile), C(C)C=1C(=O)NC(C1)=O (Ethyl maleimide), C12C(CC(C=C1)CC2)C(=O)OC(C)(C)C (t-butyl bicyclo[2,2,2]oct-5-ene-2-carboxylate), C12C(CC(C=C1)CC2)C(=O)OCCCO (3-hydroxypropyl bicyclo[2,2,2]oct-5-ene-2-carboxylate). Run in O1CCCC1 (tetrahydrofuran). The product is C(C)C=1C(=O)NC(C1)=O.C12C(CC(C=C1)CC2)C(=O)OC(C)(C)C.C12C(CC(C=C1)CC2)C(=O)OCCCO (ethyl maleimide t-butyl bicyclo[2,2,2]oct-5-ene-2-carboxylate 3-hydroxypropyl bicyclo[2,2,2]oct-5-ene-2-carboxylate). The yield is 75.0%. As a reaction SMILES: [CH2:1]([C:3]1[C:4]([NH:6][C:7](=[O:9])[CH:8]=1)=[O:5])[CH3:2].[CH:10]12[CH2:17][CH2:16][CH:13]([CH:14]=[CH:15]1)[CH2:12][CH:11]2[C:18]([O:20][C:21]([CH3:24])([CH3:23])[CH3:22])=[O:19].[CH:25]12[CH2:32][CH2:31][CH:28]([CH:29]=[CH:30]1)[CH2:27][CH:26]2[C:33]([O:35][CH2:36][CH2:37][CH2:38][OH:39])=[O:34].N(C(C)(C)C#N)=NC(C)(C)C#N>O1CCCC1>[CH2:1]([C:3]1[C:4]([NH:6][C:7](=[O:9])[CH:8]=1)=[O:5])[CH3:2].[CH:10]12[CH2:17][CH2:16][CH:13]([CH:14]=[CH:15]1)[CH2:12][CH:11]2[C:18]([O:20][C:21]([CH3:24])([CH3:23])[CH3:22])=[O:19].[CH:25]12[CH2:32][CH2:31][CH:28]([CH:29]=[CH:30]1)[CH2:27][CH:26]2[C:33]([O:35][CH2:36][CH2:37][CH2:38][OH:39])=[O:34] |f:5.6.7|. Procedure: Ethyl maleimide (1 mol.), t-butyl bicyclo[2,2,2]oct-5-ene-2-carboxylate (0.5 mol.) and 3-hydroxypropyl bicyclo[2,2,2]oct-5-ene-2-carboxylate (0.5 mol) were dissolved in 50 g to 300 g of tetrahydrofuran (THF), 2 g to 15 g of 2,2′-azobisisobutyronitrile (AIBN) was added thereto, and the resulting solution was reacted at a temperature between 60° C. and 70° C. in a nitrogen atmosphere for 10 hours. After a high molecular weight was achieved by the reaction, the resultant product was precipitated in... Reactants: CCN1CCN(C(=O)CCc2ccc3c(c2)sc2nc(-c4ccc(NC(=O)Nc5cc(C(C)(C)C)on5)cc4)cn23)CC1, C1CCOC1. The product is CCN1CCN(CCCc2ccc3c(c2)sc2nc(-c4ccc(NC(=O)Nc5cc(C(C)(C)C)on5)cc4)cn23)CC1. RXN SMILES: [C:1]([CH3:2])([CH3:3])([CH3:4])[c:5]1[cH:6][c:7]([NH:10][C:11](=[O:12])[NH:13][c:14]2[cH:15][cH:16][c:17](-[c:20]3[n:21][c:22]4[s:23][c:24]5[c:25]([n:26]4[cH:27]3)[cH:28][cH:29][c:30]([CH2:32][CH2:33][C:34](=[O:35])[N:36]3[CH2:37][CH2:38][N:39]([CH2:42][CH3:43])[CH2:40][CH2:41]3)[cH:31]5)[cH:18][cH:19]2)[n:8][o:9]1.[CH2:44]1[O:45][CH2:46][CH2:47][CH2:48]1>>[C:1]([CH3:2])([CH3:3])([CH3:4])[c:5]1[cH:6][c:7]([NH:10][C:11](=[O:12])[NH:13][c:14]2[cH:15][cH:16][c:17](-[c:20]3[n:21][c:22]4[s:23][c:24]5[c:25]([n:26]4[cH:27]3)[cH:28][cH:29][c:30]([CH2:32][CH2:33][CH2:34][N:36]3[CH2:37][CH2:38][N:39]([CH2:42][CH3:43])[CH2:40][CH2:41]3)[cH:31]5)[cH:18][cH:19]2)[n:8][o:9]1. Product: CCOC(=O)c1ccc(-c2cc(OC)ccc2F)c(Cl)c1. Reaction SMILES: [C:33](=[O:34])([O-:35])[O-:36].[Cl:1][c:2]1[cH:3][c:4]([C:5](=[O:6])[O:7][CH2:8][CH3:9])[cH:10][cH:11][c:12]1[O:13][S:14]([C:15]([F:16])([F:17])[F:18])(=[O:19])=[O:20].[F:21][c:22]1[c:23]([B:30]([OH:31])[OH:32])[cH:24][c:25]([O:28][CH3:29])[cH:26][cH:27]1.[K+:37].[K+:38].[O:39]=[CH:40][N:41]([CH3:42])[CH3:43].[cH:44]1[cH:45][cH:46][c:47]([P:48]([Pd:49]([P:50]([c:51]2[cH:52][cH:53][cH:54][cH:55][cH:56]2)([c:57]2[cH:58][cH:59][cH:60][cH:61][cH:62]2)[c:63]2[cH:64][cH:65][cH:66][cH:67][cH:68]2)([P:69]([c:70]2[cH:71][cH:72][cH:73][cH:74][cH:75]2)([c:76]2[cH:77][cH:78][cH:79][cH:80][cH:81]2)[c:82]2[cH:83][cH:84][cH:85][cH:86][cH:87]2)[P:88]([c:89]2[cH:90][cH:91][cH:92][cH:93][cH:94]2)([c:95]2[cH:96][cH:97][cH:98][cH:99][cH:100]2)[c:101]2[cH:102][cH:103][cH:104][cH:105][cH:106]2)([c:107]2[cH:108][cH:109][cH:110][cH:111][cH:112]2)[c:113]2[cH:114][cH:115][cH:116][cH:117][cH:118]2)[cH:119][cH:120]1>>[Cl:1][c:2]1[cH:3][c:4]([C:5](=[O:6])[O:7][CH2:8][CH3:9])[cH:10][cH:11][c:12]1-[c:23]1[c:22]([F:21])[cH:27][cH:26][c:25]([O:28][CH3:29])[cH:24]1. The reactants are O=C([O-])[O-], CCOC(=O)c1ccc(OS(=O)(=O)C(F)(F)F)c(Cl)c1, COc1ccc(F)c(B(O)O)c1, [K+], [K+], CN(C)C=O, c1ccc(P(c2ccccc2)(c2ccccc2)[Pd](P(c2ccccc2)(c2ccccc2)c2ccccc2)(P(c2ccccc2)(c2ccccc2)c2ccccc2)P(c2ccccc2)(c2ccccc2)c2ccccc2)cc1. The reactants are [C-]#N, CN(C)C=O, CN(C)c1cc(Br)cc(C(F)(F)F)c1, ClCCl, O. Yields the product CN(C)c1cc(C#N)cc(C(F)(F)F)c1. RXN SMILES: [C-:15]#[N:16].[CH3:17][N:18]([CH3:19])[CH:20]=[O:21].[CH3:1][N:2]([c:3]1[cH:4][c:5]([Br:13])[cH:6][c:7]([C:9]([F:10])([F:11])[F:12])[cH:8]1)[CH3:14].[Cl:23][CH2:24][Cl:25].[OH2:22]>>[CH3:1][N:2]([c:3]1[cH:4][c:5]([C:15]#[N:16])[cH:6][c:7]([C:9]([F:10])([F:11])[F:12])[cH:8]1)[CH3:14].